From a dataset of the Open Reaction Database (ORD), a public repository of structured organic reaction records. describe an organic reaction: reactants, conditions, products, and yield Starting materials: [H-].[Na+] (sodium hydride), NS(=O)(=O)C=1C=C2CC(NC2=CC1)=O (5-aminosulphonyloxindole), CS(=O)C (DMSO), ClC1=NC=NC2=CC(=C(C=C12)OC)OCCOCCOC (4-chloro-6-methoxy-7-(2-(2-methoxyethoxy)ethoxy)quinazoline). Run in CN(C)C=O (DMF), CN(C)C=O (DMF), CN(C)C=O (DMF). Reaction conditions: time 30 minute. Product: Cl.NS(=O)(=O)C=1C=C2C(C(NC2=CC1)=O)C1=NC=NC2=CC(=C(C=C12)OC)OCCOCCOC (4-(5-aminosulphonyloxindol-3-yl)-6-methoxy-7-(2-(2-methoxyethoxy)ethoxy)quinazoline hydrochloride). Yield: 16.2%. RXN SMILES: [NH2:1][S:2]([C:5]1[CH:6]=[C:7]2[C:11](=[CH:12][CH:13]=1)[NH:10][C:9](=[O:14])[CH2:8]2)(=[O:4])=[O:3].[H-].[Na+].[Cl:17][C:18]1[C:27]2[C:22](=[CH:23][C:24]([O:30][CH2:31][CH2:32][O:33][CH2:34][CH2:35][O:36][CH3:37])=[C:25]([O:28][CH3:29])[CH:26]=2)[N:21]=[CH:20][N:19]=1.CS(C)=O>CN(C=O)C>[ClH:17].[NH2:1][S:2]([C:5]1[CH:6]=[C:7]2[C:11](=[CH:12][CH:13]=1)[NH:10][C:9](=[O:14])[CH:8]2[C:18]1[C:27]2[C:22](=[CH:23][C:24]([O:30][CH2:31][CH2:32][O:33][CH2:34][CH2:35][O:36][CH3:37])=[C:25]([O:28][CH3:29])[CH:26]=2)[N:21]=[CH:20][N:19]=1)(=[O:4])=[O:3] |f:1.2,6.7|. Procedure: A solution of 5-aminosulphonyloxindole (265 mg, 1.25 mmol), (prepared as described for the starting material in Example 60), in DMF (2.5 ml) was added to a suspension of sodium hydride (50 mg, 1.25 mmol, prewashed with pentane) in DMF (1.5 ml). The mixture was stirred for 30 minutes at ambient temperature and 4-chloro-6-methoxy-7-(2-(2-methoxyethoxy)ethoxy)quinazoline (265 mg, 1.25 mmol), (prepared as described for the starting material in Example 74), was added followed by DMF (2 ml) and DMSO (... Starting materials: C(C1=CC=CC=C1)O (benzyl alcohol), N1=CC=CC=C1 (pyridine), CC(C(=O)Cl)CC=C (racemic 2-methyl-4-pentenoyl chloride). The reagents and catalysts are CN(C1=CC=NC=C1)C (4-(dimethylamino)pyridine). Solvent: C(Cl)Cl (methylene chloride), C(Cl)Cl (methylene chloride). Conditions: time 4 hour. The product is C1(=CC=CC=C1)COC(C(CC=C)C)=O (Racemic 2-Methyl-4-Pentenoic Acid Phenylmethyl Ester). Isolated yield 78.3%. Reaction SMILES: [CH2:1]([OH:8])[C:2]1[CH:7]=[CH:6][CH:5]=[CH:4][CH:3]=1.N1C=CC=CC=1.[CH3:15][CH:16]([CH2:20][CH:21]=[CH2:22])[C:17](Cl)=[O:18]>CN(C)C1C=CN=CC=1.C(Cl)Cl>[C:2]1([CH2:1][O:8][C:17](=[O:18])[CH:16]([CH3:15])[CH2:20][CH:21]=[CH2:22])[CH:7]=[CH:6][CH:5]=[CH:4][CH:3]=1. Procedure details: To a 0° C. solution of 23.8 g of benzyl alcohol, 0.05 g of 4-(dimethylamino)pyridine, 18.3 g of pyridine and 250 ml of methylene chloride is added, dropwise, a solution of 29.5 g of racemic 2-methyl-4-pentenoyl chloride in 50 ml of methylene chloride. The mixture is stirred at room temperature for 4 hours, followed by successive washing with 2N hydrochloric acid, saturated sodium bicarbonate and saturated sodium chloride. The organic layer is dried and concentrated in vacuo. The residue is purif...